From a dataset of the Open Reaction Database (ORD), a public repository of structured organic reaction records. describe an organic reaction: reactants, conditions, products, and yield The reactants are C(C(C)C)N1C(N(C(C=2C1=NN(C2C=2C=C(C(=O)O)C=CC2)CC2=CC=CC1=CC=CC=C21)=O)C)=O (3-[7-isobutyl-5-methyl-2-(1-naphthylmethyl)-4,6-dioxo-4,5,6,7-tetrahydro-2H-pyrazolo[3,4-d]pyrimidin-3-yl]benzoic acid), N (ammonia), diethyl isobutyl chloroformate. Solvent: O (water). The product is C(C(C)C)N1C(N(C(C=2C1=NN(C2C=2C=C(C(=O)N)C=CC2)CC2=CC=CC1=CC=CC=C21)=O)C)=O (3-[7-isobutyl-5-methyl-2-(1-naphthylmethyl)-4,6-dioxo-4,5,6,7-tetrahydro-2H-pyrazolo[3,4-d]pyrimidin-3-yl]benzamide). As a reaction SMILES: [CH2:1]([N:5]1[C:10]2=[N:11][N:12]([CH2:23][C:24]3[C:33]4[C:28](=[CH:29][CH:30]=[CH:31][CH:32]=4)[CH:27]=[CH:26][CH:25]=3)[C:13]([C:14]3[CH:15]=[C:16]([CH:20]=[CH:21][CH:22]=3)[C:17]([OH:19])=O)=[C:9]2[C:8](=[O:34])[N:7]([CH3:35])[C:6]1=[O:36])[CH:2]([CH3:4])[CH3:3].[NH3:37]>O>[CH2:1]([N:5]1[C:10]2=[N:11][N:12]([CH2:23][C:24]3[C:33]4[C:28](=[CH:29][CH:30]=[CH:31][CH:32]=4)[CH:27]=[CH:26][CH:25]=3)[C:13]([C:14]3[CH:15]=[C:16]([CH:20]=[CH:21][CH:22]=3)[C:17]([NH2:37])=[O:19])=[C:9]2[C:8](=[O:34])[N:7]([CH3:35])[C:6]1=[O:36])[CH:2]([CH3:4])[CH3:3]. Reported procedure: This compound was synthesized by the reaction of 3-[7-isobutyl-5-methyl-2-(1-naphthylmethyl)-4,6-dioxo-4,5,6,7-tetrahydro-2H-pyrazolo[3,4-d]pyrimidin-3-yl]benzoic acid and ammonia in water using diethyl isobutyl chloroformate as a coupling reagent Mass: 481.89 (M+H). The reactants are FC1=CC=C2C(=NNC2=C1)[Sn](CCCC)(CCCC)CCCC (6-Fluoro-3-tributylstannyl-1H-indazole), COC[C@H](C)NC(=O)C1=CN(C2=NC=C(N=C21)Br)COCC[Si](C)(C)C (2-bromo-5-(2-trimethylsilanyl-ethoxymethyl)-5H-pyrrolo[2,3-b]pyrazine-7-carboxylic acid ((S)-2-methoxy-1-methyl-ethyl)-amide), CN(C)C=O (DMF). Reagents/catalysts: [Cu]I (copper(I) iodide), C=1C=CC(=CC1)[P](C=2C=CC=CC2)(C=3C=CC=CC3)[Pd]([P](C=4C=CC=CC4)(C=5C=CC=CC5)C=6C=CC=CC6)([P](C=7C=CC=CC7)(C=8C=CC=CC8)C=9C=CC=CC9)[P](C=1C=CC=CC1)(C=1C=CC=CC1)C=1C=CC=CC1 (tetrakis(triphenylphosphine)palladium). The solvent is C(C)OCC (diethyl ether). Run at temperature 80 celsius, time 2 hour. The product is COC[C@H](C)NC(=O)C1=CN(C2=NC=C(N=C21)C2=NNC1=CC(=CC=C21)F)COCC[Si](C)(C)C (2-(6-fluoro-1H-indazol-3-yl)-5-(2-trimethylsilanyl-ethoxymethyl)-5H-pyrrolo[2,3-b]pyrazine-7-carboxylic acid ((S)-2-methoxy-1-methyl-ethyl)-amide). Isolated yield 92.3%. RXN SMILES: [F:1][C:2]1[CH:10]=[C:9]2[C:5]([C:6]([Sn](CCCC)(CCCC)CCCC)=[N:7][NH:8]2)=[CH:4][CH:3]=1.[CH3:24][O:25][CH2:26][C@@H:27]([NH:29][C:30]([C:32]1[C:40]2[C:35](=[N:36][CH:37]=[C:38](Br)[N:39]=2)[N:34]([CH2:42][O:43][CH2:44][CH2:45][Si:46]([CH3:49])([CH3:48])[CH3:47])[CH:33]=1)=[O:31])[CH3:28].CN(C=O)C>C(OCC)C.[Cu]I.C1C=CC([P]([Pd]([P](C2C=CC=CC=2)(C2C=CC=CC=2)C2C=CC=CC=2)([P](C2C=CC=CC=2)(C2C=CC=CC=2)C2C=CC=CC=2)[P](C2C=CC=CC=2)(C2C=CC=CC=2)C2C=CC=CC=2)(C2C=CC=CC=2)C2C=CC=CC=2)=CC=1>[CH3:24][O:25][CH2:26][C@@H:27]([NH:29][C:30]([C:32]1[C:40]2[C:35](=[N:36][CH:37]=[C:38]([C:6]3[C:5]4[C:9](=[CH:10][C:2]([F:1])=[CH:3][CH:4]=4)[NH:8][N:7]=3)[N:39]=2)[N:34]([CH2:42][O:43][CH2:44][CH2:45][Si:46]([CH3:48])([CH3:47])[CH3:49])[CH:33]=1)=[O:31])[CH3:28] |^1:65,67,86,105|. Procedure details: 6-Fluoro-3-tributylstannyl-1H-indazole (1.10 g, 2.59 mmol), copper(I) iodide (24 mg, 0.13 mmol,) and 2-bromo-5-(2-trimethylsilanyl-ethoxymethyl)-5H-pyrrolo[2,3-b]pyrazine-7-carboxylic acid ((S)-2-methoxy-1-methyl-ethyl)-amide (560 mg, 1.26 mmol) were combined with DMF (6 mL) to give a yellow solution. The mixture was degassed with bubbling nitrogen for 10 min, then tetrakis(triphenylphosphine)palladium (0) (73 mg, 0.06 mmol) was added and the reaction was stirred under nitrogen at 80° C. for 2 h... Starting materials: Cc1ccc(Cl)cc1[N+](=O)[O-], CN(C)C=O, O. Yields the product O=Cc1ccc(Cl)cc1[N+](=O)[O-]. Reaction SMILES: [Cl:1][c:2]1[cH:3][c:4]([N+:9](=[O:10])[O-:11])[c:5]([CH3:8])[cH:6][cH:7]1.[O:12]=[CH:13][N:14]([CH3:15])[CH3:16].[OH2:17]>>[Cl:1][c:2]1[cH:3][c:4]([N+:9](=[O:10])[O-:11])[c:5]([CH:8]=[O:12])[cH:6][cH:7]1. Reactants: ClC=1C=CC2=C(C(=NCC=3N2C(NC3C(=O)OC)=O)C3=C(C=CC=C3)Cl)C1 (8-chloro-6-(2-chlorophenyl)-1,2-dihydro-1-oxo-4H-imidazo[1,5-a][1,4]benzodiazepine-3-carboxylic acid, methyl ester), P(Cl)(Cl)(Cl)(Cl)Cl (phosphorus pentachloride), P(=O)(Cl)(Cl)Cl (phosphorus oxychloride), C1=CC=CC=C1 (Benzene), ( 20,000 ), sh 213, ( 27,500 ). Solvent: C(Cl)(Cl)Cl (CHCl3). Run at time 15 minute. Product: ClC1=C(C=CC=C1)C1=NCC=2N(C3=C1C=C(C=C3)Cl)C(=NC2C(=O)OC)Cl (6-(2-Chlorophenyl)-1,8-dichloro-4H-imidazo[1,5-a][1,4]benzodiazepine-3-carboxylic acid, methyl ester). Reaction SMILES: [Cl:1][C:2]1[CH:3]=[CH:4][C:5]2[N:11]3[C:12](=O)[NH:13][C:14]([C:15]([O:17][CH3:18])=[O:16])=[C:10]3[CH2:9][N:8]=[C:7]([C:20]3[CH:25]=[CH:24][CH:23]=[CH:22][C:21]=3[Cl:26])[C:6]=2[CH:27]=1.P(Cl)(Cl)(Cl)(Cl)[Cl:29].P(Cl)(Cl)(Cl)=O.C1C=CC=CC=1>C(Cl)(Cl)Cl>[Cl:26][C:21]1[CH:22]=[CH:23][CH:24]=[CH:25][C:20]=1[C:7]1[C:6]2[CH:27]=[C:2]([Cl:1])[CH:3]=[CH:4][C:5]=2[N:11]2[C:12]([Cl:29])=[N:13][C:14]([C:15]([O:17][CH3:18])=[O:16])=[C:10]2[CH2:9][N:8]=1. Procedure: A stirred mixture of 10 g (0.025 mole) of 8-chloro-6-(2-chlorophenyl)-1,2-dihydro-1-oxo-4H-imidazo[1,5-a][1,4]benzodiazepine-3-carboxylic acid, methyl ester, 1 g (0.005 mole) of phosphorus pentachloride and 250 ml of phosphorus oxychloride was refluxed under a drying tube for 44 hrs. Benzene (250 ml) was added and the dark solution was evaporated in vacuo at 50°-60°. Another 250 ml of benzene was added and the solution was again evaporated to dryness at reduced pressure. The residue was dissolve... Reactants: FC=1C(=C(C=CC1)[C@@H](C[C@@](C=O)(C(F)(F)F)O)CC)OC ((2R*,4R*)-4-(3-fluoro-2-methoxyphenyl)-2-hydroxy-2-(trifluoromethyl)hexanal), NC1=C2C=NC(=NC2=C(C=C1)F)C (5-amino-8-fluoro-2-methylquinazoline). The reagents and catalysts are [O-]CC.[O-]CC.[O-]CC.[O-]CC.[Ti+4] (titanium tetraethoxide). Yields the product FC=1C(=C(C=CC1)[C@H](C[C@](C=NC1=C2C=NC(=NC2=C(C=C1)F)C)(O)C(F)(F)F)CC)OC ((2R*,4S*)-4-(3-fluoro-2-methoxyphenyl)-1-[(8-fluoro-2-methylquinazolin-5-yl)imino]-2-(trifluoromethyl)hexan-2-ol). Reaction SMILES: [F:1][C:2]1[C:3]([O:20][CH3:21])=[C:4]([C@H:8]([CH2:18][CH3:19])[CH2:9][C@:10]([OH:17])([C:13]([F:16])([F:15])[F:14])[CH:11]=O)[CH:5]=[CH:6][CH:7]=1.[NH2:22][C:23]1[CH:32]=[CH:31][C:30]([F:33])=[C:29]2[C:24]=1[CH:25]=[N:26][C:27]([CH3:34])=[N:28]2>[O-]CC.[O-]CC.[O-]CC.[O-]CC.[Ti+4]>[F:1][C:2]1[C:3]([O:20][CH3:21])=[C:4]([C@@H:8]([CH2:18][CH3:19])[CH2:9][C@@:10]([C:13]([F:14])([F:15])[F:16])([OH:17])[CH:11]=[N:22][C:23]2[CH:32]=[CH:31][C:30]([F:33])=[C:29]3[C:24]=2[CH:25]=[N:26][C:27]([CH3:34])=[N:28]3)[CH:5]=[CH:6][CH:7]=1 |f:2.3.4.5.6|. Procedure: In the same way as in Example 31, 123 mg (0.40 mmol) of (2R*,4R*)-4-(3-fluoro-2-methoxyphenyl)-2-hydroxy-2-(trifluoromethyl)hexanal, 72 mg (0.60 mmol) of 5-amino-8-fluoro-2-methylquinazoline and 0.22 ml of titanium tetraethoxide are reacted to give (2R*,4S*)-4-(3-fluoro-2-methoxyphenyl)-1-[(8-fluoro-2-methylquinazolin-5-yl)imino]-2-(trifluoromethyl)hexan-2-ol. 170 mg of crude imine are cyclized in the same way as in Example 31 at −30° C. with 2.8 ml (2.8 mmol) of 1 M boron tribromide solution to... Run in O (water), O (water). Procedure: Of course, the crude hydrated sodium carbonate 18 produced by the carbonation reactor is typically subjected to further purification processing in order to meet product specification targets. Such processing is shown in more detail in system 50 of FIG. 3, along with details about the provision of sodium chloride and water to the electrolysis cell reactor 22. As shown in FIG. 3, the crude sodium carbonate stream 18, which includes the reacted aqueous solution 16 and particles of hydrated sodium c... RXN SMILES: [Cl-].[Na+:2].[C:3](=[O:6])([O-:5])[O-:4].[Na+].[Na+]>O>[C:3](=[O:4])([O-:6])[O-:5].[Na+:2].[Na+:2].[C:3](=[O:5])=[O:4] |f:0.1,2.3.4,6.7.8|. Starting materials: solution 16, C([O-])([O-])=O.[Na+].[Na+] (sodium carbonate), hydrated sodium carbonate, hydrated sodium carbonate, hydrated sodium carbonate, [Cl-].[Na+] (sodium chloride), hydrated sodium carbonate. Product: C([O-])([O-])=O.[Na+].[Na+] (sodium carbonate), C(=O)=O (CO2).